Dataset: the Open Reaction Database (ORD), a public repository of structured organic reaction records. Task: describe an organic reaction: reactants, conditions, products, and yield Starting materials: CCN(CC)c1ccccc1, COC(=O)Cl, ClCCCl, C#CCN1C(=O)COc2cc(F)c(N)cc21. Yields the product C#CCN1C(=O)COc2cc(F)c(NC(=O)OC)cc21. As a reaction SMILES: [CH2:17]([N:18]([CH2:19][CH3:20])[c:21]1[cH:22][cH:23][cH:24][cH:25][cH:26]1)[CH3:27].[Cl:28][C:29](=[O:30])[O:31][CH3:32].[Cl:33][CH2:34][CH2:35][Cl:36].[NH2:1][c:2]1[c:3]([F:16])[cH:4][c:5]2[c:6]([cH:15]1)[N:7]([CH2:12][C:13]#[CH:14])[C:8](=[O:11])[CH2:9][O:10]2>>[NH:1]([c:2]1[c:3]([F:16])[cH:4][c:5]2[c:6]([cH:15]1)[N:7]([CH2:12][C:13]#[CH:14])[C:8](=[O:11])[CH2:9][O:10]2)[C:29](=[O:30])[O:31][CH3:32]. Starting materials: COC=1C=C(C=C(C1OC)OC)C1=NC=C(C=C1)N(CCN(CCN(C=1C=CC(=NC1)C1=CC(=C(C(=C1)OC)OC)OC)C)C)C (N,N-bis[N-[2-(3,4,5-trimethoxyphenyl)-5-pyridyl]-N-methyl-2-aminoethyl]methylamine), Cl (hydrochloric acid). The solvent is C(C)O (ethanol). Product: Cl.Cl.Cl.COC=1C=C(C=C(C1OC)OC)C1=NC=C(C=C1)N(CCN(CCN(C=1C=CC(=NC1)C1=CC(=C(C(=C1)OC)OC)OC)C)C)C (N,N-Bis[N-[2-(3,4,5-trimethoxyphenyl)-5-pyridyl]-N-methyl-2-aminoethyl]methylamine trihydrochloride). Isolated yield 84.8%. Reaction SMILES: [CH3:1][O:2][C:3]1[CH:4]=[C:5]([C:13]2[CH:18]=[CH:17][C:16]([N:19]([CH3:46])[CH2:20][CH2:21][N:22]([CH3:45])[CH2:23][CH2:24][N:25]([CH3:44])[C:26]3[CH:27]=[CH:28][C:29]([C:32]4[CH:37]=[C:36]([O:38][CH3:39])[C:35]([O:40][CH3:41])=[C:34]([O:42][CH3:43])[CH:33]=4)=[N:30][CH:31]=3)=[CH:15][N:14]=2)[CH:6]=[C:7]([O:11][CH3:12])[C:8]=1[O:9][CH3:10].[ClH:47]>C(O)C>[ClH:47].[ClH:47].[ClH:47].[CH3:39][O:38][C:36]1[CH:37]=[C:32]([C:29]2[CH:28]=[CH:27][C:26]([N:25]([CH3:44])[CH2:24][CH2:23][N:22]([CH3:45])[CH2:21][CH2:20][N:19]([CH3:46])[C:16]3[CH:17]=[CH:18][C:13]([C:5]4[CH:6]=[C:7]([O:11][CH3:12])[C:8]([O:9][CH3:10])=[C:3]([O:2][CH3:1])[CH:4]=4)=[N:14][CH:15]=3)=[CH:31][N:30]=2)[CH:33]=[C:34]([O:42][CH3:43])[C:35]=1[O:40][CH3:41] |f:3.4.5.6|. Reported procedure: To a solution of N,N-bis[N-[2-(3,4,5-trimethoxyphenyl)-5-pyridyl]-N-methyl-2-aminoethyl]methylamine (42.0 mg, 0.059 mmol) in ethanol (10 mL) was added 1.0 M hydrochloric acid (0.30 mL, 0.30 mmol), and the reaction mixture was concentrated under reduced pressure. Ethanol (10 mL) was added to the residue, and the mixture was concentrated under reduced pressure. The residue was recrystallized from ethanol-diethyl ether to yield the title compound as a yellow crystalline powder [melting point: 187.0...